Dataset: the Open Reaction Database (ORD), a public repository of structured organic reaction records. Task: describe an organic reaction: reactants, conditions, products, and yield The reactants are C(C)(=O)[O-] (acetate), [OH-].[Na+] (NaOH), CC1=C(C=CC(=C1)C)O (2,4-dimethylphenol), C=O (formaldehyde), CC1=C(C=CC(=C1)C)O (2,4-dimethylphenol). Run in C(C)(=O)O (acetic acid), O (water). Reaction conditions: time 8 hour. The product is CC1=C(C(=CC(=C1)C)CO)O (2,4-dimethyl-6-(hydroxymethyl)phenol). Isolated yield 97.4%. RXN SMILES: [OH-].[Na+].[CH3:3][C:4]1[CH:9]=[C:8]([CH3:10])[CH:7]=[CH:6][C:5]=1[OH:11].C=O.[C:14]([O-])(=[O:16])C>O.C(O)(=O)C>[CH3:3][C:4]1[CH:9]=[C:8]([CH3:10])[CH:7]=[C:6]([CH2:14][OH:16])[C:5]=1[OH:11] |f:0.1|. Procedure details: 75 g of NaOH were dissolved in 300 ml of deionized (DI) water. 183.3 g 2,4-dimethylphenol were added, and the mixture was cooled to 15°-20° C. 188 g of aqueous formaldehyde (made from 152g 37% formalin diluted with 36 g water) were added over half an hour, while the temperature was maintained below 20° C. After stirring overnight, Thin Layer Chromotography (TLC) in 2:1 hexane/ethyl. acetate showed a single spot, and no remaining 2,4-dimethylphenol. The pH was then adjusted to 6-7 with about 200 ... Starting materials: C(C)(C)(C)OC(=O)N1CCC(CC1)N(C(OC(C)(C)C)=O)C1=CC=CC=C1 (t-Butyl (1-t-butoxycarbonylpiperidin-4-yl)phenylcarbamate), FC(C(=O)O)(F)F.ClCCl (trifluoroacetic acid dichloromethane). Run at time 2 hour. Yields the product C(C)(C)(C)OC(=O)N1CCC(CC1)C1=C(C=CC=C1)N (1-t-Butoxycarbonyl-4-(2-aminophenyl)piperidine). As a reaction SMILES: [C:1]([O:5][C:6]([N:8]1[CH2:13][CH2:12][CH:11](N(C2C=CC=CC=2)C(=O)OC(C)(C)C)[CH2:10][CH2:9]1)=[O:7])([CH3:4])([CH3:3])[CH3:2].F[C:29](F)(F)[C:30](O)=O.ClCCl>>[C:1]([O:5][C:6]([N:8]1[CH2:9][CH2:10][CH:11]([C:30]2[CH:29]=[CH:12][CH:11]=[CH:10][C:9]=2[NH2:8])[CH2:12][CH2:13]1)=[O:7])([CH3:2])([CH3:3])[CH3:4] |f:1.2|. Reported procedure: t-Butyl (1-t-butoxycarbonylpiperidin-4-yl)phenylcarbamate (290 mg) was dissolved in trifluoroacetic acid-dichloromethane (10%, 20 mL) and stirred at room temperature for 2 h. The solvent was evaporated under reduced pressure and the residue was partitioned between aqueous sodium hydroxide (2M) and ether (30 mL). The organic layer was separated, dried (MgSO4) and the solvent was evaporated under reduced pressure. The residue was dissolved in dichloromethane (20 mL) and cooled in ice. Di-t-butyldi... Starting materials: C(C)(=O)OCC1=CC=C(O1)C(=O)OCC (5-acetoxymethyl-2-ethoxycarbonylfuran), C(=O)([O-])[O-].[K+].[K+] (K2CO3). Solvent: O (H2O). Product: OCC1=CC=C(O1)C(=O)OCC (5-hydroxymethyl-2-carboethoxyfuran). Isolated yield 75.2%. As a reaction SMILES: C([O:4][CH2:5][C:6]1[O:10][C:9]([C:11]([O:13][CH2:14][CH3:15])=[O:12])=[CH:8][CH:7]=1)(=O)C.C([O-])([O-])=O.[K+].[K+]>O>[OH:4][CH2:5][C:6]1[O:10][C:9]([C:11]([O:13][CH2:14][CH3:15])=[O:12])=[CH:8][CH:7]=1 |f:1.2.3|. Reported procedure: A solution of 5-acetoxymethyl-2-ethoxycarbonylfuran (Maybridge Chemical Co., Ltd., Tintagel, Cornwall, UK., 0.54 g, 2.5 mmol) and K2CO3 (0.352 g, 2.6 mmol) in 5:1THF/H2O (30 mL), was stirred for 17 hours at ambient temperature. The reaction mixture was concentrated in vacuo and the residue partitioned between CH2Cl2 and saturated aqueous NaHCO3. The organic phase was dried over MgSO4, filtered, and concentrated in vacuo to give 5-hydroxymethyl-2-carboethoxyfuran (0.32 g) as a yellow liquid which... Starting materials: C1(CCCC1)N(C(NC=1SC(=CN1)SCC(=O)O)=O)[C@@H]1CC[C@H](CC1)OC ({2-[3-cyclopentyl-3-(trans-4-methoxy-cyclohexyl)-ureido]-thiazol-5-ylsulfanyl}-acetic acid), C1(CCCCC1)N[C@@H]1CC[C@@H](CC1)OCCC (cyclohexyl-cis-(4-propoxycyclohexyl)-amine). The solvent is C(C)OC(C)=O (acetic acid ethyl ester). Product: C1(CCCCC1)N(C(NC=1SC(=CN1)SCC(=O)O)=O)[C@@H]1CC[C@@H](CC1)OCCC ({2-[3-Cyclohexyl-3-(cis-4-propoxy-cyclohexyl)-ureido]-thiazol-5-ylsulfanyl}-acetic acid). Reaction SMILES: C1(N([C@H]2CC[C@H](OC)CC2)[C:7](=[O:19])[NH:8][C:9]2[S:10][C:11]([S:14][CH2:15][C:16]([OH:18])=[O:17])=[CH:12][N:13]=2)CCCC1.[CH:28]1([NH:34][C@H:35]2[CH2:40][CH2:39][C@@H:38]([O:41][CH2:42][CH2:43][CH3:44])[CH2:37][CH2:36]2)[CH2:33][CH2:32][CH2:31][CH2:30][CH2:29]1>C(OC(=O)C)C>[CH:28]1([N:34]([C@H:35]2[CH2:40][CH2:39][C@@H:38]([O:41][CH2:42][CH2:43][CH3:44])[CH2:37][CH2:36]2)[C:7](=[O:19])[NH:8][C:9]2[S:10][C:11]([S:14][CH2:15][C:16]([OH:18])=[O:17])=[CH:12][N:13]=2)[CH2:29][CH2:30][CH2:31][CH2:32][CH2:33]1. Reported procedure: The title compound was prepared in a similar manner as {2-[3-cyclopentyl-3-(trans-4-methoxy-cyclohexyl)-ureido]-thiazol-5-ylsulfanyl}-acetic acid using cyclohexyl-cis-(4-propoxycyclohexyl)-amine and amino-thiazol-5-ylsulfanyl)-acetic acid ethyl ester. Reactants: C([O-])([O-])=O.[Cs+].[Cs+] (caesium carbonate), C(C)(C)(C)N (tert-butylamine), BrC1=C(C=C(C(=C1)F)F)CCl (1-bromo-2-chloromethyl-4,5-difluorobenzene). The solvent is C(C)#N (acetonitrile). Conditions: temperature 80 celsius, time 16 hour. Product: BrC1=C(CNC(C)(C)C)C=C(C(=C1)F)F ((2-Bromo-4,5-difluorobenzyl)-tert-butylamine). As a reaction SMILES: [Br:1][C:2]1[CH:7]=[C:6]([F:8])[C:5]([F:9])=[CH:4][C:3]=1[CH2:10]Cl.C(=O)([O-])[O-].[Cs+].[Cs+].[C:18]([NH2:22])([CH3:21])([CH3:20])[CH3:19]>C(#N)C>[Br:1][C:2]1[CH:7]=[C:6]([F:8])[C:5]([F:9])=[CH:4][C:3]=1[CH2:10][NH:22][C:18]([CH3:21])([CH3:20])[CH3:19] |f:1.2.3|. Reported procedure: 200 mg of 1-bromo-2-chloromethyl-4,5-difluorobenzene are dissolved in 5 ml of acetonitrile. 540 mg of caesium carbonate and 123 μl of tert-butylamine are added, and the mixture is stirred at 80° C. for 16 h. After cooling to 25° C., the mixture is filtered, and the filtrate is evaporated to dryness. The residue is taken up in 5 ml of ethyl acetate, the solution is washed with 5 ml of 2N sodium hydroxide solution, and the combined organic phases are dried over sodium sulfate. After filtration, th... The reactants are CC(=O)O, O=[N+]([O-])c1ccc(N2CCN(Cc3ccccc3)CC2)cc1, CCO, [Ca+2], [Cl-], [Cl-], O, [Zn]. Product: Nc1ccc(N2CCN(Cc3ccccc3)CC2)cc1. Reaction SMILES: [C:26]([OH:27])(=[O:28])[CH3:29].[CH2:1]([c:2]1[cH:3][cH:4][cH:5][cH:6][cH:7]1)[N:8]1[CH2:9][CH2:10][N:11]([c:14]2[cH:15][cH:16][c:17]([N+:20]([O-:21])=[O:22])[cH:18][cH:19]2)[CH2:12][CH2:13]1.[CH2:30]([OH:31])[CH3:32].[Ca+2:25].[Cl-:23].[Cl-:24].[OH2:33].[Zn:34]>>[CH2:1]([c:2]1[cH:3][cH:4][cH:5][cH:6][cH:7]1)[N:8]1[CH2:9][CH2:10][N:11]([c:14]2[cH:15][cH:16][c:17]([NH2:20])[cH:18][cH:19]2)[CH2:12][CH2:13]1. The reactants are C(C)(C)(C)OC(NCC1=CC(=C(C=C1)N)I)=O ((4-amino-3-iodo-benzyl)-carbamic acid tert-butyl ester), C(CC(=O)C)(=O)OCC1=CC=CC=C1 (benzyl acetoacetate). Reagents/catalysts: C1(=CC=C(C=C1)S(=O)(=O)O)C (p-toluenesulfonic acid). The solvent is C1=CC=CC=C1 (benzene). Product: C(C1=CC=CC=C1)OC(\C=C(/C)\NC1=C(C=C(C=C1)CNC(=O)OC(C)(C)C)I)=O ((E)-3-[4-(tert-Butoxycarbonylamino-methyl)-2-iodo-phenylamino]-but-2-enoic acid benzyl ester). Isolated yield 100.5%. RXN SMILES: [C:1]([O:5][C:6](=[O:17])[NH:7][CH2:8][C:9]1[CH:14]=[CH:13][C:12]([NH2:15])=[C:11]([I:16])[CH:10]=1)([CH3:4])([CH3:3])[CH3:2].[C:18]([O:24][CH2:25][C:26]1[CH:31]=[CH:30][CH:29]=[CH:28][CH:27]=1)(=[O:23])[CH2:19][C:20]([CH3:22])=O>C1C=CC=CC=1.C1(C)C=CC(S(O)(=O)=O)=CC=1>[CH2:25]([O:24][C:18](=[O:23])/[CH:19]=[C:20](/[NH:15][C:12]1[CH:13]=[CH:14][C:9]([CH2:8][NH:7][C:6]([O:5][C:1]([CH3:4])([CH3:2])[CH3:3])=[O:17])=[CH:10][C:11]=1[I:16])\[CH3:22])[C:26]1[CH:31]=[CH:30][CH:29]=[CH:28][CH:27]=1. Procedure: To a solution of (4-amino-3-iodo-benzyl)-carbamic acid tert-butyl ester (3.5 g, 10 mmol) and benzyl acetoacetate (1.92 g, 10 mmol) in benzene (80 mL) was added p-toluenesulfonic acid (95 mg, 0.5 mmol). The mixture was heated at reflux overnight using a Dean Stark condenser. The mixture was washed with water and brine, dried over Na2SO4 and filtered. The filtrate was concentrated in vacuo to give 5.25 g (99%) of crude desired product as a light brown oil: MS(APCI+): m/z 523.1 (MH+). The compound ... Reactants: ClCCCN1CCOCC1, Cl, CN(C)C=O, CCOC(=O)c1ccccc1O. Yields the product CCOC(=O)c1ccccc1OCCCN1CCOCC1. RXN SMILES: [Cl:14][CH2:15][CH2:16][CH2:17][N:18]1[CH2:19][CH2:20][O:21][CH2:22][CH2:23]1.[ClH:13].[O:24]=[CH:25][N:26]([CH3:27])[CH3:28].[OH:1][c:2]1[c:3]([C:4](=[O:5])[O:6][CH2:7][CH3:8])[cH:9][cH:10][cH:11][cH:12]1>>[O:1]([c:2]1[c:3]([C:4](=[O:5])[O:6][CH2:7][CH3:8])[cH:9][cH:10][cH:11][cH:12]1)[CH2:15][CH2:16][CH2:17][N:18]1[CH2:19][CH2:20][O:21][CH2:22][CH2:23]1. The reactants are CSC1=CC=C(C=C1)C=1C2=C(OC1)C=CC=C2 (3-(4-(Methythio)phenyl)-benzo[b]furan), C1CC(=O)N(C1=O)Br (NBS), C(C1=CC=CC=C1)(=O)OOC(C1=CC=CC=C1)=O (benzoyl peroxide). Run in C(Cl)(Cl)(Cl)Cl (CCl4), CCOCC (Et2O). Yields the product BrC1=C(C2=C(O1)C=CC=C2)C2=CC=C(C=C2)SC (2-Bromo-3-(4-(methylthio)phenyl)benzo[b]furan). Yield: 90.3%. Reaction SMILES: [CH3:1][S:2][C:3]1[CH:8]=[CH:7][C:6]([C:9]2[C:10]3[CH:17]=[CH:16][CH:15]=[CH:14][C:11]=3[O:12][CH:13]=2)=[CH:5][CH:4]=1.C1C(=O)N([Br:25])C(=O)C1.C(OOC(=O)C1C=CC=CC=1)(=O)C1C=CC=CC=1>C(Cl)(Cl)(Cl)Cl.CCOCC>[Br:25][C:13]1[O:12][C:11]2[CH:14]=[CH:15][CH:16]=[CH:17][C:10]=2[C:9]=1[C:6]1[CH:7]=[CH:8][C:3]([S:2][CH3:1])=[CH:4][CH:5]=1. Reported procedure: A solution of the product of Step 2 (100 mg), NBS (90 mg) and benzoyl peroxide in CCl4 (5 mL) was heated to reflux under a spotlight for 30 min. The mixture was cooled, diluted with Et2O (3 ml) and filtered. The filtrate was concentrated and the residue was purified by flash chromatography, eluted with 15:1 hexane/EtOAc to give the title compound (120 mg). Reactants: CC(C)(C)c1cc(C=CC(=O)Cl)cc(C(C)(C)C)c1O, Cl, Cl, CCOC(=O)c1ccc(CCN2CCNCC2)cc1, c1ccncc1, c1ccccc1. Product: CCOC(=O)c1ccc(CCN2CCN(C(=O)C=Cc3cc(C(C)(C)C)c(O)c(C(C)(C)C)c3)CC2)cc1. Reaction SMILES: [C:28]([CH3:29])([CH3:30])([CH3:31])[c:32]1[cH:33][c:34]([CH:35]=[CH:36][C:37](=[O:38])[Cl:39])[cH:40][c:41]([C:44]([CH3:45])([CH3:46])[CH3:47])[c:42]1[OH:43].[ClH:1].[ClH:2].[N:3]1([CH2:9][CH2:10][c:11]2[cH:12][cH:13][c:14]([C:15](=[O:16])[O:17][CH2:18][CH3:19])[cH:20][cH:21]2)[CH2:4][CH2:5][NH:6][CH2:7][CH2:8]1.[cH:22]1[cH:23][cH:24][n:25][cH:26][cH:27]1.[cH:48]1[cH:49][cH:50][cH:51][cH:52][cH:53]1>>[N:3]1([CH2:9][CH2:10][c:11]2[cH:12][cH:13][c:14]([C:15](=[O:16])[O:17][CH2:18][CH3:19])[cH:20][cH:21]2)[CH2:4][CH2:5][N:6]([C:37]([CH:36]=[CH:35][c:34]2[cH:33][c:32]([C:28]([CH3:29])([CH3:30])[CH3:31])[c:42]([OH:43])[c:41]([C:44]([CH3:45])([CH3:46])[CH3:47])[cH:40]2)=[O:38])[CH2:7][CH2:8]1.